This data is from the Open Reaction Database (ORD), a public repository of structured organic reaction records. The task is: describe an organic reaction: reactants, conditions, products, and yield Reactants: C(=O)(O)[O-].[Na+] (NaHCO3), C(C)OCCN ((2-Ethoxyethyl)amine), BrC1=CC=C(C=C1)S(=O)(=O)Cl (4-bromobenzenesulfonyl chloride), C(C)N(C(C)C)C(C)C (N-ethyl-N,N-diisopropylamine). The solvent is O1CCCC1 (tetrahydrofuran). Conditions: temperature 0 celsius, time 10 minute. Yields the product BrC1=CC=C(C=C1)S(=O)(=O)NCCOCC (4-Bromo-N-(2-ethoxyethyl)benzenesulfonamide). Yield: 90.2%. RXN SMILES: [CH2:1]([O:3][CH2:4][CH2:5][NH2:6])[CH3:2].[Br:7][C:8]1[CH:13]=[CH:12][C:11]([S:14](Cl)(=[O:16])=[O:15])=[CH:10][CH:9]=1.C(N(C(C)C)C(C)C)C.C([O-])(O)=O.[Na+]>O1CCCC1>[Br:7][C:8]1[CH:13]=[CH:12][C:11]([S:14]([NH:6][CH2:5][CH2:4][O:3][CH2:1][CH3:2])(=[O:16])=[O:15])=[CH:10][CH:9]=1 |f:3.4|. Reported procedure: (2-Ethoxyethyl)amine (0.178 g, 2.0 mmol) was added to a stirred solution of 4-bromobenzenesulfonyl chloride (0.256 g, 1.0 mmol) in tetrahydrofuran (10 mL) at 0 C, followed by addition of N-ethyl-N,N-diisopropylamine (0.260 g, 2.0 mmol). The resulting mixture was stirred at 0° C. for 10 min, and was then allowed to return to room temperature. A saturated solution of NaHCO3 (aq) was added and the phases were separated, and the aqueous phase was extracted with ethyl acetate. The combined organic ph... Starting materials: C(C)(=O)OCC=1CS[C@H]2N(C1C(=O)OC(C)(C)C)C([C@]2(NC(C(C2=CC=CC=C2)=NOC(C2=CC=CC=C2)(C2=CC=CC=C2)C2=CC=CC=C2)=O)OC)=O (t-Butyl (6R,7S)-3-acetoxymethyl-7-methoxy-7-[2-triphenylmethoxyimino-2-phenylacetamido]-ceph-3-em-4-carboxylate), C1(=CC=CC=C1)OC (anisole), FC(C(=O)O)(F)F (trifluoroacetic acid). Yields the product C(C)(=O)OCC=1CS[C@H]2N(C1C(=O)O)C([C@@]2(OC)NC(C(C2=CC=CC=C2)=NO)=O)=O ((6R,7S)-3-acetoxymethyl-7-[2-hydroxyimino-2-phenylacetamido]-7-methoxyceph-3-em-4-carboxylic acid). Reaction SMILES: [C:1]([O:4][CH2:5][C:6]1[CH2:7][S:8][C@@H:9]2[C@:20]([O:52][CH3:53])([NH:21][C:22](=[O:51])[C:23](=[N:30][O:31]C(C3C=CC=CC=3)(C3C=CC=CC=3)C3C=CC=CC=3)[C:24]3[CH:29]=[CH:28][CH:27]=[CH:26][CH:25]=3)[C:19](=[O:54])[N:10]2[C:11]=1[C:12]([O:14]C(C)(C)C)=[O:13])(=[O:3])[CH3:2].C1(OC)C=CC=CC=1.FC(F)(F)C(O)=O>>[C:1]([O:4][CH2:5][C:6]1[CH2:7][S:8][C@@H:9]2[C@@:20]([NH:21][C:22](=[O:51])[C:23](=[N:30][OH:31])[C:24]3[CH:29]=[CH:28][CH:27]=[CH:26][CH:25]=3)([O:52][CH3:53])[C:19](=[O:54])[N:10]2[C:11]=1[C:12]([OH:14])=[O:13])(=[O:3])[CH3:2]. Procedure: t-Butyl (6R,7S)-3-acetoxymethyl-7-methoxy-7-[2-triphenylmethoxyimino-2-phenylacetamido]-ceph-3-em-4-carboxylate (syn isomer) (400 mg, 0.535 mmole) was treated with anisole (2 ml) and trifluoroacetic acid (8 ml) as described in Example 1(b) to give (6R,7S)-3-acetoxymethyl-7-[2-hydroxyimino-2-phenylacetamido]-7-methoxyceph-3-em-4-carboxylic acid (syn isomer) as an electrostatic white solid. (135 mg, 0.30 mmole). This acid was converted into the title compound by dissolving it in water containing s... Reactants: C(C)#N (acetonitrile), C(C)(C)N1C(=NC2=C1C=C(C=C2)C(C2=CC=CC=C2)=O)N (1-isopropyl-2-amino-6-benzoylbenzimidazole), O1CCCC1 (tetrahydrofuran), solution, C(CCC)[Li] (n-butyl lithium), O1CCCC1 (tetrahydrofuran). The solvent is C(C)(=O)OCC (ethyl acetate), O (Water). Run at temperature -78 celsius, time 30 minute. The product is C(C)(C)N1C(=NC2=C1C=C(C=C2)C(=CC#N)C2=CC=CC=C2)N (1-isopropyl-2-amino-6-(1-phenyl-2-cyanoethenyl)benzimidazole). As a reaction SMILES: [C:1](#[N:3])[CH3:2].O1CCCC1.C([Li])CCC.[CH:14]([N:17]1[C:21]2[CH:22]=[C:23]([C:26](=O)[C:27]3[CH:32]=[CH:31][CH:30]=[CH:29][CH:28]=3)[CH:24]=[CH:25][C:20]=2[N:19]=[C:18]1[NH2:34])([CH3:16])[CH3:15]>C(OCC)(=O)C.O>[CH:14]([N:17]1[C:21]2[CH:22]=[C:23]([C:26]([C:27]3[CH:32]=[CH:31][CH:30]=[CH:29][CH:28]=3)=[CH:2][C:1]#[N:3])[CH:24]=[CH:25][C:20]=2[N:19]=[C:18]1[NH2:34])([CH3:16])[CH3:15]. Procedure: Forty millimoles (2.1 ml.) of dry acetonitrile were added to 30 ml. of tetrahydrofuran. A nitrogen blanket was applied and the temperature of the solution lowered to about -78° C. by means of an external acetone/dry ice bath. Twenty-five milliliters of a 1.6M solution of n-butyl lithium were added. After stirring at -78° C. for 30 minutes, a solution of 2.8 g. (10 mmoles) of 1-isopropyl-2-amino-6-benzoylbenzimidazole in 30 ml. of tetrahydrofuran was added. The reaction solution was allowed to wa... Reactants: P(=O)(Cl)(Cl)Cl (Phosphorous oxychloride), C(C1=CC=CC=C1)OCC1OC2=CC=CC=C2CC1 (2-(benzyloxymethyl)chromane), C(C)(=O)[O-].[Na+] (sodium acetate). The solvent is ClCCl (dichloromethane). Conditions: time 30 minute. The product is C(C1=CC=CC=C1)OCC1OC2=CC=C(C=C2CC1)C=O (2-(Benzyloxymethyl)-6-chromanecarbaldehyde). The yield is 53.0%. RXN SMILES: P(Cl)(Cl)(Cl)=O.[CH2:6]([O:13][CH2:14][CH:15]1[CH2:24][CH2:23][C:22]2[C:17](=[CH:18][CH:19]=[CH:20][CH:21]=2)[O:16]1)[C:7]1[CH:12]=[CH:11][CH:10]=[CH:9][CH:8]=1.[C:25]([O-])(=[O:27])C.[Na+]>ClCCl>[CH2:6]([O:13][CH2:14][CH:15]1[CH2:24][CH2:23][C:22]2[C:17](=[CH:18][CH:19]=[C:20]([CH:25]=[O:27])[CH:21]=2)[O:16]1)[C:7]1[CH:8]=[CH:9][CH:10]=[CH:11][CH:12]=1 |f:2.3|. Procedure: Phosphorous oxychloride (0.863 ml, 9.26 mmol) was added very slowly and under inert atmosphere on N-methylformanilide (1.14 ml, 9.26 mmol) and the mixture was left under stirring at room temperature for 30 minutes. After that 2-(benzyloxymethyl)chromane (1.569 g, 6.18 mmol) was added stirring at 65° C. for 1.5 h. Subsequently the mixture was diluted with dichloromethane (30 ml), added with a 15% sodium acetate solution (20 ml), the phases were separated and the organic phase was washed successiv... Starting materials: CCOC(=O)Cc1ccc(OCc2ccccc2)cc1, CCO, [K+], [OH-], O. Yields the product O=C(O)Cc1ccc(OCc2ccccc2)cc1. As a reaction SMILES: [CH2:1]([c:2]1[cH:3][cH:4][cH:5][cH:6][cH:7]1)[O:8][c:9]1[cH:10][cH:11][c:12]([CH2:15][C:16](=[O:17])[O:18][CH2:19][CH3:20])[cH:13][cH:14]1.[CH3:23][CH2:24][OH:25].[K+:22].[OH-:21].[OH2:26]>>[CH2:1]([c:2]1[cH:3][cH:4][cH:5][cH:6][cH:7]1)[O:8][c:9]1[cH:10][cH:11][c:12]([CH2:15][C:16](=[O:17])[OH:18])[cH:13][cH:14]1. The reactants are Cl (hydrochloric acid), aqueous solution, [OH-].[Na+] (sodium hydroxide), C(C1=CC=CC=C1)(=O)OC1=CC(=C(C(=O)OCC2=CC=CC=C2)C=C1)OCC1=CC=CC=C1 (benzyl 4-benzoyloxy-2-benzyloxybenzoate). Solvent: CO (methanol). Conditions: time 5 hour. Product: C(C1=CC=CC=C1)OC1=C(C(=O)OCC2=CC=CC=C2)C=CC(=C1)O (benzyl 2-benzyloxy-4-hydroxybenzoate). Isolated yield 40.2%. Reaction SMILES: [OH-].[Na+].C([O:11][C:12]1[CH:27]=[CH:26][C:15]([C:16]([O:18][CH2:19][C:20]2[CH:25]=[CH:24][CH:23]=[CH:22][CH:21]=2)=[O:17])=[C:14]([O:28][CH2:29][C:30]2[CH:35]=[CH:34][CH:33]=[CH:32][CH:31]=2)[CH:13]=1)(=O)C1C=CC=CC=1.Cl>CO>[CH2:29]([O:28][C:14]1[CH:13]=[C:12]([OH:11])[CH:27]=[CH:26][C:15]=1[C:16]([O:18][CH2:19][C:20]1[CH:21]=[CH:22][CH:23]=[CH:24][CH:25]=1)=[O:17])[C:30]1[CH:31]=[CH:32][CH:33]=[CH:34][CH:35]=1 |f:0.1|. Reported procedure: A 2 mol/L aqueous solution of sodium hydroxide (6.39 mL) was added to a mixture of benzyl 4-benzoyloxy-2-benzyloxybenzoate (2.80 g) in methanol/tetrahydorofuran (1/1, 20 mL), and the mixture was stirred at room temperature for 5 hrs. To the reaction mixture was added 2 mol/L hydrochloric acid (6.39 mL). The solvent was evaporated under reduced pressure, and water was added to the residue. The resulting mixture was extracted with ethyl acetate. The organic layer was washed with brine, and dried o... Starting materials: CCO, CC(=O)[O-], Cc1cc(C)c2c(c1)SCCC2=O, Cl, NO, [Na+], O. Yields the product Cc1cc(C)c2c(c1)SCCC2=NO. RXN SMILES: [CH3:23][CH2:24][OH:25].[CH3:2][C:3](=[O:4])[O-:5].[CH3:6][c:7]1[c:8]2[c:13]([cH:14][c:15]([CH3:17])[cH:16]1)[S:12][CH2:11][CH2:10][C:9]2=[O:18].[ClH:19].[NH2:20][OH:21].[Na+:1].[OH2:22]>>[CH3:6][c:7]1[c:8]2[c:13]([cH:14][c:15]([CH3:17])[cH:16]1)[S:12][CH2:11][CH2:10][C:9]2=[N:20][OH:21]. Reactants: S(=O)(Br)Br (thionyl bromide), C(C)(=O)OC(CC(C(C(C(=O)OCC)NC=O)O)=C)C (ethyl 6-acetoxy-2-formylamino-3-hydroxy-4-methylene-heptanoate), O (water). The solvent is C(Cl)Cl (CH2Cl2). Run at time 1 hour. Product: C(C)(=O)OC(CC(=CC(C(=O)OCC)NC=O)CBr)C (ethyl 6-acetoxy-4-bromomethyl-2-formylamino-hept-3-enoate). Reaction SMILES: [C:1]([O:4][CH:5]([CH3:20])[CH2:6][C:7](=[CH2:19])[CH:8](O)[CH:9]([NH:15][CH:16]=[O:17])[C:10]([O:12][CH2:13][CH3:14])=[O:11])(=[O:3])[CH3:2].S(Br)([Br:23])=O.O>C(Cl)Cl>[C:1]([O:4][CH:5]([CH3:20])[CH2:6][C:7]([CH2:19][Br:23])=[CH:8][CH:9]([NH:15][CH:16]=[O:17])[C:10]([O:12][CH2:13][CH3:14])=[O:11])(=[O:3])[CH3:2]. Procedure: 17.0 g (59.1 mmol) of ethyl 6-acetoxy-2-formylamino-3-hydroxy-4-methylene-heptanoate are dissolved in 170 ml of CH2Cl2 and 5.5 ml (71 mmol) of thionyl bromide are then added dropwise at room temperature. After 1 hour, 100 ml of water are added and the batch is vigorously stirred for 10 minutes. The organic phase is separated and washed once with water, once with a 1N solution of KHCO3 and twice with water. The aqueous phases are extracted twice with CH2Cl2. The combined organic phases are dried ... Reactants: BrCC1=C(SC(=C1)C(C)(C)C)C(=O)OC (Methyl 3-(Bromomethyl)-5-tert-butylthiophene-2-carboxylate), BrC=1C(=C(N)C=CC1)C (3-bromo-2-methyl-aniline), C([O-])([O-])=O.[Cs+].[Cs+] (Cesium carbonate). Solvent: C(C)#N (acetonitrile). Run at time 16 hour. The product is BrC=1C(=C(C=CC1)NCC1=C(SC(=C1)C(C)(C)C)C(=O)OC)C (Methyl 3-((3-Bromo-2-methylphenylamino)methyl)-5-tert-butylthiophene-2-carboxylate). The yield is 70.1%. As a reaction SMILES: Br[CH2:2][C:3]1[CH:7]=[C:6]([C:8]([CH3:11])([CH3:10])[CH3:9])[S:5][C:4]=1[C:12]([O:14][CH3:15])=[O:13].[Br:16][C:17]1[C:18]([CH3:24])=[C:19]([CH:21]=[CH:22][CH:23]=1)[NH2:20].C(=O)([O-])[O-].[Cs+].[Cs+]>C(#N)C>[Br:16][C:17]1[C:18]([CH3:24])=[C:19]([NH:20][CH2:2][C:3]2[CH:7]=[C:6]([C:8]([CH3:11])([CH3:10])[CH3:9])[S:5][C:4]=2[C:12]([O:14][CH3:15])=[O:13])[CH:21]=[CH:22][CH:23]=1 |f:2.3.4|. Reported procedure: A 250-mL single-necked round-bottomed flask equipped with a magnetic stirrer was purged with nitrogen and charged with 101c (1.09 g, 4.68 mmol), 3-bromo-2-methyl-aniline (2.61 g, 14.0 mmol) and acetonitrile (25 mL). Cesium carbonate (1.67 g, 5.15 mmol) was added and the mixture was stirred at room temperature for 16 h. The reaction mixture was then concentrated under reduced pressure. Purification of the resulting residue by column chromatography afforded a 70% yield (1.30 g) of 101d as a yellow... Starting materials: O=C([O-])O, COC(=O)c1ccc(C(=O)Nc2ccc3c(c2)c(-c2ccc(OC)cc2)nn3C2CCCCO2)cc1, Cl, [Na+], C1CCOC1. Product: COC(=O)c1ccc(C(=O)Nc2ccc3[nH]nc(-c4ccc(OC)cc4)c3c2)cc1. Reaction SMILES: [C:37](=[O:38])([OH:39])[O-:40].[CH3:1][O:2][c:3]1[cH:4][cH:5][c:6](-[c:9]2[n:10][n:11]([CH:31]3[CH2:32][CH2:33][CH2:34][CH2:35][O:36]3)[c:12]3[cH:13][cH:14][c:15]([NH:18][C:19](=[O:20])[c:21]4[cH:22][cH:23][c:24]([C:25](=[O:26])[O:27][CH3:28])[cH:29][cH:30]4)[cH:16][c:17]23)[cH:7][cH:8]1.[ClH:47].[Na+:41].[O:42]1[CH2:43][CH2:44][CH2:45][CH2:46]1>>[CH3:1][O:2][c:3]1[cH:4][cH:5][c:6](-[c:9]2[n:10][nH:11][c:12]3[cH:13][cH:14][c:15]([NH:18][C:19](=[O:20])[c:21]4[cH:22][cH:23][c:24]([C:25](=[O:26])[O:27][CH3:28])[cH:29][cH:30]4)[cH:16][c:17]23)[cH:7][cH:8]1.